This data is from the Open Reaction Database (ORD), a public repository of structured organic reaction records. The task is: describe an organic reaction: reactants, conditions, products, and yield Reactants: FC1=C(C(=O)O)C=C(C=C1)I (2-fluoro-5-iodobenzoic acid), C(C(=O)Cl)(=O)Cl (oxalyl chloride). The reagents and catalysts are CN(C)C=O (DMF). Solvent: C(Cl)Cl (CH2Cl2). Run at time 2 hour. Product: FC1=C(C(=O)Cl)C=C(C=C1)I (2-fluoro-5-iodobenzoyl chloride). Reaction SMILES: [F:1][C:2]1[CH:10]=[CH:9][C:8]([I:11])=[CH:7][C:3]=1[C:4](O)=[O:5].C(Cl)(=O)C([Cl:15])=O>C(Cl)Cl.CN(C=O)C>[F:1][C:2]1[CH:10]=[CH:9][C:8]([I:11])=[CH:7][C:3]=1[C:4]([Cl:15])=[O:5]. Procedure details: To a suspension of 2-fluoro-5-iodobenzoic acid (Aldrich, 5.27 g, 19.8 mmol) in CH2Cl2 (35.0 mL) was added oxalyl chloride (14.9 mL, 29.7 mmol, 1M solution in CH2Cl2) followed by 2 drops of DMF via syringe. Gas evolution was initiated and the resulting mixture was stirred at room temperature for 2 h. The reaction mixture was then quenched with sat. aq. NH4Cl solution and extracted with EtOAc (3×). The combined organic extracts were dried over Na2SO4, filtered and concentrated in vacuo to give cru... Starting materials: COCCOCCOCCO, Cl, O, O=S(Cl)Cl, c1ccncc1, c1ccccc1. Yields the product COCCOCCOCCCl. As a reaction SMILES: [CH3:1][O:2][CH2:3][CH2:4][O:5][CH2:6][CH2:7][O:8][CH2:9][CH2:10][OH:11].[ClH:22].[OH2:29].[S:18]([Cl:19])([Cl:20])=[O:21].[cH:12]1[cH:13][cH:14][n:15][cH:16][cH:17]1.[cH:23]1[cH:24][cH:25][cH:26][cH:27][cH:28]1>>[CH3:1][O:2][CH2:3][CH2:4][O:5][CH2:6][CH2:7][O:8][CH2:9][CH2:10][Cl:20]. Reactants: CC(=O)O[C@@]12[C@@H]3[C@@H](C[C@@]([C@@H]3OC(=O)C4=CC=CC=C4)([C@H]([C@@H]1O)OC)O)[C@]56[C@H](C[C@H]([C@@]7([C@H]5[C@H]([C@H]2C6N(C7)C)OC)COC)O)OC (Mesaconitine), [H-].[K+] (potassium hydride). Run in CO (methanol). Product: CN1C[C@@]2([C@@H](C[C@@H]([C@@]34[C@@H]2[C@H]([C@@H]([C@H]31)[C@@]5([C@@H]6[C@H]4C[C@@]([C@@H]6O)([C@H]([C@@H]5O)OC)O)O)OC)OC)O)COC (mesaconine). The yield is 55.8%. RXN SMILES: CC([O:4][C@:5]12[C@@H:33]3[CH:34]4[N:35]([CH3:37])[CH2:36][C@@:30]5([CH2:40][O:41][CH3:42])[C@@H:31]([C@H:32]3[O:38][CH3:39])[C@@:26]4([C@@H:27]([O:44][CH3:45])[CH2:28][C@H:29]5[OH:43])[C@@H:7]3[CH2:8][C@:9]([OH:25])([C@@H:20]([O:23][CH3:24])[C@@H:21]1[OH:22])[C@H:10]([O:11]C(C1C=CC=CC=1)=O)[C@H:6]23)=O.[H-].[K+]>CO>[CH3:37][N:35]1[C@H:34]2[C@:26]34[C@@H:7]5[CH2:8][C@:9]6([OH:25])[C@@H:20]([O:23][CH3:24])[C@H:21]([OH:22])[C@@:5]([OH:4])([C@H:6]5[C@H:10]6[OH:11])[C@H:33]2[C@H:32]([O:38][CH3:39])[C@@H:31]3[C@@:30]([CH2:40][O:41][CH3:42])([C@H:29]([OH:43])[CH2:28][C@@H:27]4[O:44][CH3:45])[CH2:36]1 |f:1.2|. Procedure: Mesaconitine 70 mg was dissolved in 5 ml of methanol. To this solution, 1 ml of 5% potassium hydride was added, and the mixture was heated under reflux for 3 hours. After methanol in the reaction mixture was distilled off, 5 ml of water was added to the residue and the mixture was extracted three times with 10 ml of methylene chloride. The extract was dried over anhydrous sodium sulfate and concentrated to dryness under reduced pressure. The residue was subjected to thin-layer chromatography for... Starting materials: [Si](C)(C)(C)C(F)(F)F (TMS-CF3), [Si](C)(C)(C)C(F)(F)F (TMS-CF3), ClC1=C(C=C(C=C1C)\C=N\[S@](=O)C(C)(C)C)C ((R)-2-Methyl-propane-2-sulfinic acid 1-(4-chloro-3,5-dimethyl-phenyl)-meth-(E)-ylideneamide). The reagents and catalysts are CCCC[N+](CCCC)(CCCC)CCCC.C1=CC=C(C=C1)[Si-](C2=CC=CC=C2)(C3=CC=CC=C3)(F)F (TBAT), CCCC[N+](CCCC)(CCCC)CCCC.C1=CC=C(C=C1)[Si-](C2=CC=CC=C2)(C3=CC=CC=C3)(F)F (TBAT). The solvent is C1CCOC1 (THF), C1CCOC1 (THF). Run at time 3 hour. The product is ClC1=C(C=C(C=C1C)[C@@H](C(F)(F)F)N[S@](=O)C(C)(C)C)C ((R)-2-Methyl-propane-2-sulfinic acid [(S)-1-(4-chloro-3,5-dimethyl-phenyl)-2,2,2-trifluoro-ethyl]-amide). As a reaction SMILES: [Si]([C:5]([F:8])([F:7])[F:6])(C)(C)C.[Cl:9][C:10]1[C:15]([CH3:16])=[CH:14][C:13](/[CH:17]=[N:18]/[S@@:19]([C:21]([CH3:24])([CH3:23])[CH3:22])=[O:20])=[CH:12][C:11]=1[CH3:25]>C1COCC1.CCCC[N+](CCCC)(CCCC)CCCC.C1C=CC([Si-](F)(F)(C2C=CC=CC=2)C2C=CC=CC=2)=CC=1>[Cl:9][C:10]1[C:11]([CH3:25])=[CH:12][C:13]([C@H:17]([NH:18][S@@:19]([C:21]([CH3:23])([CH3:22])[CH3:24])=[O:20])[C:5]([F:8])([F:7])[F:6])=[CH:14][C:15]=1[CH3:16] |f:3.4|. Procedure: A solution of TMS-CF3 (0.737 mL, 4.99 mmol) in THF (15 mL) was added to a solution of TBAT (2.469 g, 4.57 mmol) and INT 36 (1.13 g, 4.16 mmol) in THF (60.0 mL) at −65° C. Stirring was continued for 3 hours. Another portion of TBAT (200 mg, 0.37 mmol) was added. After 2 more hours, more TMS-CF3 (0.369 ml, 2.50 mmol) was added. The suspension became a clear solution which was quenched with saturated ammonium chloride solution, diluted with EtOAc and washed with water. The organic layer was dried o... RXN SMILES: [CH3:22][c:23]1[cH:24][cH:25][cH:26][cH:27][cH:28]1.[Cl:13][CH2:14][CH2:15][CH2:16][C:17](=[O:18])[Cl:19].[ClH:20].[NH2:1][c:2]1[cH:3][cH:4][c:5]([C:8]([OH:9])=[O:10])[cH:6][cH:7]1.[Na+:12].[OH-:11].[OH2:21]>>[N:1]1([c:2]2[cH:3][cH:4][c:5]([C:8]([OH:9])=[O:10])[cH:6][cH:7]2)[CH2:14][CH2:15][CH2:16][C:17]1=[O:18]. Reactants: Cc1ccccc1, O=C(Cl)CCCCl, Cl, Nc1ccc(C(=O)O)cc1, [Na+], [OH-], O. Product: O=C(O)c1ccc(N2CCCC2=O)cc1. Starting materials: ClC1=NC=C(C(=O)NC2=CC=C3C=CN(C3=C2)C)C=C1 (6-chloro-N-(1-methyl-1H-indol-6-yl)-nicotinamide), N1CCC(C(=O)OCC)CC1 (ethyl isonipecotate), C(C)OC(=O)C1CCN(CC1)C1=NC=CC=C1 (3,4,5,6-tetrahydro-2H-[1,2′]bipyridinyl-4 carboxylic acid ethyl ester). The solvent is hexanes, CCOC(=O)C (EtOAc). Product: C(C)OC(=O)C1CCN(CC1)C1=NC=C(C=C1)C(NC1=CC=C2C=CN(C2=C1)C)=O (5′-(1-Methyl-1H-indol-6-ylcarbamoyl)-3,4,5,6-tetrahydro-2H-[1,2′]bipyridinyl-4-carboxylic acid ethyl ester). As a reaction SMILES: Cl[C:2]1[CH:20]=[CH:19][C:5]([C:6]([NH:8][C:9]2[CH:17]=[C:16]3[C:12]([CH:13]=[CH:14][N:15]3[CH3:18])=[CH:11][CH:10]=2)=[O:7])=[CH:4][N:3]=1.[NH:21]1[CH2:31][CH2:30][CH:24]([C:25]([O:27][CH2:28][CH3:29])=[O:26])[CH2:23][CH2:22]1.C(OC(C1CCN(C2C=CC=CN=2)CC1)=O)C>CCOC(C)=O>[CH2:28]([O:27][C:25]([CH:24]1[CH2:30][CH2:31][N:21]([C:2]2[CH:20]=[CH:19][C:5]([C:6](=[O:7])[NH:8][C:9]3[CH:17]=[C:16]4[C:12]([CH:13]=[CH:14][N:15]4[CH3:18])=[CH:11][CH:10]=3)=[CH:4][N:3]=2)[CH2:22][CH2:23]1)=[O:26])[CH3:29]. Reported procedure: 5′-(1-Methyl-1H-indol-6-ylcarbamoyl)-3,4,5,6-tetrahydro-2H-[1,2′]bipyridinyl-4-carboxylic acid ethyl ester was prepared from 6-chloro-N-(1-methyl-1H-indol-6-yl)-nicotinamide and ethyl isonipecotate following a procedure similar to the one described in the synthesis of 5′43-iodo-4-methyl-phenylcarbamoyl)-3,4,5,6-tetrahydro-2H-[1,2′]bipyridinyl-4 carboxylic acid ethyl ester above. The product was isolated by silica gel column purification with 20-40% EtOAc in hexanes gradient. HRMS m/z calcd for C... Reactants: COC1=NC(=C(C=C1NC(OC1=CC=CC=C1)=S)CCC)C (Phenyl N-(2-methoxy-6-methyl-5-propylpyridin-3-yl)thiocarbamate), COC=1C=C(C=C(C1)OC)N1CCNCC1 (1-(3,5-dimethoxyphenyl)piperazine). The product is COC1=NC(=C(C=C1NC(=S)N1CCN(CC1)C1=CC(=CC(=C1)OC)OC)CCC)C (1-[(2-Methoxy-6-methyl-5-propylpyridin-3-yl)aminothiocarbonyl]-4-(3,5-dimethoxyphenyl)piperazine). Yield: 55.0%. As a reaction SMILES: [CH3:1][O:2][C:3]1[C:8]([NH:9][C:10](=[S:18])OC2C=CC=CC=2)=[CH:7][C:6]([CH2:19][CH2:20][CH3:21])=[C:5]([CH3:22])[N:4]=1.[CH3:23][O:24][C:25]1[CH:26]=[C:27]([N:33]2[CH2:38][CH2:37][NH:36][CH2:35][CH2:34]2)[CH:28]=[C:29]([O:31][CH3:32])[CH:30]=1>>[CH3:1][O:2][C:3]1[C:8]([NH:9][C:10]([N:36]2[CH2:35][CH2:34][N:33]([C:27]3[CH:26]=[C:25]([O:24][CH3:23])[CH:30]=[C:29]([O:31][CH3:32])[CH:28]=3)[CH2:38][CH2:37]2)=[S:18])=[CH:7][C:6]([CH2:19][CH2:20][CH3:21])=[C:5]([CH3:22])[N:4]=1. Procedure: Phenyl N-(2-methoxy-6-methyl-5-propylpyridin-3-yl)thiocarbamate and 1-(3,5-dimethoxyphenyl)piperazine were reacted by the same way with the example 22 to obtain the titled compound. Starting materials: CCOC(=O)CC(=O)[O-], CCN(CC)CCCC(=O)O, [Mg+], C1CCOC1. Product: CCOC(=O)CC(=O)CCCN(CC)CC. RXN SMILES: [C:13]([CH2:14][C:15]([O-:16])=[O:17])(=[O:18])[O:19][CH2:20][CH3:21].[CH2:1]([CH3:2])[N:3]([CH2:4][CH3:5])[CH2:6][CH2:7][CH2:8][C:9](=[O:10])[OH:11].[Mg+:12].[O:22]1[CH2:23][CH2:24][CH2:25][CH2:26]1>>[CH2:1]([CH3:2])[N:3]([CH2:4][CH3:5])[CH2:6][CH2:7][CH2:8][C:9](=[O:11])[CH2:14][C:13](=[O:18])[O:19][CH2:20][CH3:21].